This data is from the Open Reaction Database (ORD), a public repository of structured organic reaction records. The task is: describe an organic reaction: reactants, conditions, products, and yield Starting materials: C(=C)(C)C12C(CC(C(C(=CC1)C)C2)=O)C (5-isopropenyl-4,8-dimethylbicyclo[3.3.1]non-7-en-2-one), C(CO)O (ethyleneglycol), O.C1(=CC=C(C=C1)S(=O)(=O)O)C (para-toluenesulfonic acid mono hydrate), C(=O)(O)[O-].[Na+] (NaHCO3). Solvent: C1CCCCC1 (cyclohexane). The product is CC1CC2(OCCO2)C2C(CCC1(C2)C(=C)C)C (4,8-Dimethyl-5-isopropenylspiro[bicyclo[3.3.1]nonane-2,2′-[1,3]dioxolane]). Yield: 104.7%. RXN SMILES: [C:1]([C:4]12[CH2:13][CH:8]([C:9]([CH3:12])=[CH:10][CH2:11]1)[C:7](=[O:14])[CH2:6][CH:5]2[CH3:15])([CH3:3])=[CH2:2].[CH2:16](O)[CH2:17][OH:18].O.C1(C)C=CC(S(O)(=O)=O)=CC=1.C([O-])(O)=O.[Na+]>C1CCCCC1>[CH3:15][CH:5]1[C:4]2([C:1]([CH3:3])=[CH2:2])[CH2:13][CH:8]([CH:9]([CH3:12])[CH2:10][CH2:11]2)[C:7]2([O:18][CH2:17][CH2:16][O:14]2)[CH2:6]1 |f:2.3,4.5|. Procedure details: A soln. of 2.0 g of 5-isopropenyl-4,8-dimethylbicyclo[3.3.1]non-7-en-2-one (9.8 mmol) in 100 ml cyclohexane was treated with 1.8 g ethyleneglycol (2.9 mmol, 3.0 eq.) and 0.2 g para-toluenesulfonic acid mono hydrate (1.0 mmol 0.1 eq.). The soln. obtained was heated at reflux for 3 h (Dean-Stark apparatus), cooled and poured into aq. sat. NaHCO3 soln. (100 ml). Extraction with MTBE (2×80 ml) followed by washing of the aq. phases with H2O (100 ml) and aq. sat. NaCl soln. (150 ml), drying of org. ph... Reactants: CCN(C(C)C)C(C)C, COC(=O)Cl, ClCCl, Nc1c(C(=O)c2cccnc2)oc2nc(-c3ccc(Cl)cc3Cl)c(-c3ccc(Cl)cc3)cc12. The product is COC(=O)Nc1c(C(=O)c2cccnc2)oc2nc(-c3ccc(Cl)cc3Cl)c(-c3ccc(Cl)cc3)cc12. Reaction SMILES: [CH:39]([N:40]([CH:41]([CH3:42])[CH3:43])[CH2:44][CH3:45])([CH3:46])[CH3:47].[Cl:34][C:35](=[O:36])[O:37][CH3:38].[Cl:48][CH2:49][Cl:50].[NH2:1][c:2]1[c:3]([C:26](=[O:27])[c:28]2[cH:29][n:30][cH:31][cH:32][cH:33]2)[o:4][c:5]2[n:6][c:7](-[c:18]3[c:19]([Cl:25])[cH:20][c:21]([Cl:24])[cH:22][cH:23]3)[c:8](-[c:11]3[cH:12][cH:13][c:14]([Cl:17])[cH:15][cH:16]3)[cH:9][c:10]12>>[NH:1]([c:2]1[c:3]([C:26](=[O:27])[c:28]2[cH:29][n:30][cH:31][cH:32][cH:33]2)[o:4][c:5]2[n:6][c:7](-[c:18]3[c:19]([Cl:25])[cH:20][c:21]([Cl:24])[cH:22][cH:23]3)[c:8](-[c:11]3[cH:12][cH:13][c:14]([Cl:17])[cH:15][cH:16]3)[cH:9][c:10]12)[C:35](=[O:36])[O:37][CH3:38]. Reactants: C(C)(C)(C)C1=CC=C(C=C1)S(=O)(=O)NC1=NC(=NC(=C1OC1=C(C=CC=C1)OC)Cl)C1=[N+](C=CC=C1)[O-] (2-[4-(4-tert-butyl-phenylsulphonylamino)-6-chloro-5-(2-methoxy-phenoxy)-pyrimidin-2-yl]-pyridine 1-oxide), Na, C(CO)O (ethylene glycol), C(C)(=O)O (acetic acid). Reaction conditions: temperature 80 celsius. The product is C(C)(C)(C)C1=CC=C(C=C1)S(=O)(=O)NC1=NC(=NC(=C1OC1=C(C=CC=C1)OC)OCCO)C1=[N+](C=CC=C1)[O-] (2-[4-(4-tert-butyl-phenylsulphonylamino)-6-(2-hydroxy-ethoxy)-5-(2-methoxy-phenoxy)-pyrimidin-2-yl]-pyridine 1-oxide). Reaction SMILES: [C:1]([C:5]1[CH:10]=[CH:9][C:8]([S:11]([NH:14][C:15]2[C:20]([O:21][C:22]3[CH:27]=[CH:26][CH:25]=[CH:24][C:23]=3[O:28][CH3:29])=[C:19](Cl)[N:18]=[C:17]([C:31]3[CH:36]=[CH:35][CH:34]=[CH:33][N+:32]=3[O-:37])[N:16]=2)(=[O:13])=[O:12])=[CH:7][CH:6]=1)([CH3:4])([CH3:3])[CH3:2].C(O)(=O)C.[CH2:42]([OH:45])[CH2:43][OH:44]>>[C:1]([C:5]1[CH:10]=[CH:9][C:8]([S:11]([NH:14][C:15]2[C:20]([O:21][C:22]3[CH:27]=[CH:26][CH:25]=[CH:24][C:23]=3[O:28][CH3:29])=[C:19]([O:44][CH2:43][CH2:42][OH:45])[N:18]=[C:17]([C:31]3[CH:36]=[CH:35][CH:34]=[CH:33][N+:32]=3[O-:37])[N:16]=2)(=[O:13])=[O:12])=[CH:7][CH:6]=1)([CH3:4])([CH3:3])[CH3:2]. Reported procedure: 216 mg of 2-[4-(4-tert-butyl-phenylsulphonylamino)-6-chloro-5-(2-methoxy-phenoxy)-pyrimidin-2-yl]-pyridine 1-oxide were added to a solution of 46 mg of Na in pure ethylene glycol and the solution which slowly resulted was heated at 80° C. overnight. The solution was poured into aqueous acetic acid, the precipitate was extracted with ethyl acetate, triturated with ether and filtered off under suction. There was obtained 2-[4-(4-tert-butyl-phenylsulphonylamino)-6-(2-hydroxy-ethoxy)-5-(2-methoxy-ph... Reactants: FC(C=1SC=CC1)(F)F (2-trifluoromethyl-thiophene), ClS(=O)(=O)O (chlorosulfonic acid), S(=O)(=O)(Cl)Cl (sulfonylchloride). Solvent: ClCCl (dichloromethane). Yields the product FC(C1=CC=C(S1)S(=O)(=O)Cl)(F)F (5-trifluoromethyl-thiophene-2-sulfonylchloride). As a reaction SMILES: [F:1][C:2]([F:9])([F:8])[C:3]1[S:4][CH:5]=[CH:6][CH:7]=1.[Cl:10][S:11](O)(=[O:13])=[O:12].S(Cl)(Cl)(=O)=O>ClCCl>[F:1][C:2]([F:9])([F:8])[C:3]1[S:4][C:5]([S:11]([Cl:10])(=[O:13])=[O:12])=[CH:6][CH:7]=1. Reported procedure: 5-trifluoromethyl-thiophene-2-sulfonylchloride was prepared from commercially available 2-trifluoromethyl-thiophene through reaction with chlorosulfonic acid in dichloromethane and subsequent silica gel chromatography (1H-NMR of the sulfonylchloride (CDCl3, 400 MHz): δ [ppm] 7.9 (1H, d), 7.5 (1H, d)).